This data is from the Open Reaction Database (ORD), a public repository of structured organic reaction records. The task is: describe an organic reaction: reactants, conditions, products, and yield Starting materials: BrC=1C(N(C(=CC1OCC1=C(C=C(C=C1)F)F)C)C1=CC=C(O1)C(=O)OC)=O (methyl 5-[3-bromo-4-[(2,4-difluorobenzyl)oxy]-6-methyl-2-oxopyridin-1(2H)-yl]-2-furoate), [OH-].[Na+] (sodium hydroxide), C(C)#N.O (acetonitrile water), Cl (hydrochloric acid). The solvent is C1CCOC1 (THF), C(C)(=O)OCC (ethyl acetate). Reaction conditions: temperature 60 celsius. The product is BrC=1C(N(C(=CC1OCC1=C(C=C(C=C1)F)F)C)C1=CC=C(O1)C(=O)O)=O (5-[3-bromo-4-[(2,4-difluorobenzyl)oxy]-6-methyl-2-oxopyridin-1(2H)-yl]-2-furoic acid). As a reaction SMILES: [Br:1][C:2]1[C:3](=[O:28])[N:4]([C:19]2[O:23][C:22]([C:24]([O:26]C)=[O:25])=[CH:21][CH:20]=2)[C:5]([CH3:18])=[CH:6][C:7]=1[O:8][CH2:9][C:10]1[CH:15]=[CH:14][C:13]([F:16])=[CH:12][C:11]=1[F:17].[OH-].[Na+].Cl.C(#N)C.O>C1COCC1.C(OCC)(=O)C>[Br:1][C:2]1[C:3](=[O:28])[N:4]([C:19]2[O:23][C:22]([C:24]([OH:26])=[O:25])=[CH:21][CH:20]=2)[C:5]([CH3:18])=[CH:6][C:7]=1[O:8][CH2:9][C:10]1[CH:15]=[CH:14][C:13]([F:16])=[CH:12][C:11]=1[F:17] |f:1.2,4.5|. Procedure: To a room temperature solution of methyl 5-[3-bromo-4-[(2,4-difluorobenzyl)oxy]-6-methyl-2-oxopyridin-1(2H)-yl]-2-furoate (step 2) (3.00 g, 6.61 mmol) in THF (20 mL) was added dropwise an aqueous solution of sodium hydroxide (3.0 M, 4.00 mL, 12.0 mmol). The reaction was then heated to 60° C. for 12.0 hours. The resulting suspension was then diluted with 800 mL of ethyl acetate and neutralized with an aqueous solution of hydrochloric acid (3.0 N, 4.0 mL, 12 mmol). The resulting biphasic solution ... Starting materials: CC=1C=C(C(C=O)=CC1)C=O (4-methylphthalaldehyde), C1CCC2=NCCCN2CC1 (DBU), COC(C(P(=O)(OC)OC)NC(=O)OCC1=CC=CC=C1)=O (methyl{[(benzyloxy)carbonyl]amino}(dimethoxyphosphoryl)acetate), C1CCC2=NCCCN2CC1 (DBU), C(=O)(C(F)(F)F)OC(=O)C(F)(F)F (TFAA). Run in C(Cl)Cl (CH2Cl2), C(Cl)Cl (CH2Cl2). Reaction conditions: temperature 0 celsius, time 1 hour. Yields the product CC=1C=C2C=C(N=CC2=CC1)C(=O)OC (methyl 6-methyl-isoquinoline-3-carboxylate). The yield is 14.6%. RXN SMILES: C1CCN2C(=NCCC2)CC1.[CH3:12][O:13][C:14](=[O:33])[CH:15]([NH:22]C(OCC1C=CC=CC=1)=O)P(OC)(OC)=O.[CH3:34][C:35]1[CH:36]=[C:37]([CH:43]=O)[C:38](=[CH:41][CH:42]=1)[CH:39]=O.C(OC(C(F)(F)F)=O)(C(F)(F)F)=O>C(Cl)Cl>[CH3:34][C:35]1[CH:36]=[C:37]2[C:38](=[CH:41][CH:42]=1)[CH:39]=[N:22][C:15]([C:14]([O:13][CH3:12])=[O:33])=[CH:43]2. Reported procedure: DBU (4.71 mL, 31.5 mmol) and methyl{[(benzyloxy)carbonyl]amino}(dimethoxyphosphoryl)acetate (10.43 g, 31.5 mmol) are dissolved in CH2Cl2 (175 mL). The resulting solution is added drop-wise a solution of 4-methylphthalaldehyde (4.24 g, 28.6 mmol) in CH2Cl2 (200 mL) at 0° C. The reaction is stirred cold for 1 hour at 0° C. and then for an additional 18 hours at rt. The volatiles are evaporated to an orange oil, which is dissolved in CHCl3 (200 mL). DBU (4.79 mL, 32.0 mmol) and TFAA (4.52 mL, 32.0 ... Reactants: O=C([O-])O, CCOC(C)=O, ClCCl, O=C(O)C(F)(F)F, [Na+], [Na+], [Na+], Cc1nc(C(=O)N2CCOC3(CCN(Cc4ccc(CCO)cc4)CC3)C2)cs1, O=S([O-])([O-])=S. Product: Cc1nc(C(=O)N2CCOC3(CCN(Cc4ccc(CC=O)cc4)CC3)C2)cs1. As a reaction SMILES: [C:44](=[O:45])([OH:46])[O-:47].[CH3:52][CH2:53][O:54][C:55](=[O:56])[CH3:57].[Cl:49][CH2:50][Cl:51].[F:1][C:2]([F:3])([F:4])[C:5]([OH:6])=[O:7].[Na+:42].[Na+:43].[Na+:48].[OH:8][CH2:9][CH2:10][c:11]1[cH:12][cH:13][c:14]([CH2:15][N:16]2[CH2:17][CH2:18][C:19]3([CH2:20][N:21]([C:25](=[O:26])[c:27]4[n:28][c:29]([CH3:32])[s:30][cH:31]4)[CH2:22][CH2:23][O:24]3)[CH2:33][CH2:34]2)[cH:35][cH:36]1.[S:37]([O-:38])([O-:39])(=[O:40])=[S:41]>>[O:8]=[CH:9][CH2:10][c:11]1[cH:12][cH:13][c:14]([CH2:15][N:16]2[CH2:17][CH2:18][C:19]3([CH2:20][N:21]([C:25](=[O:26])[c:27]4[n:28][c:29]([CH3:32])[s:30][cH:31]4)[CH2:22][CH2:23][O:24]3)[CH2:33][CH2:34]2)[cH:35][cH:36]1. Reactants: BrN1C(CCC1=O)=O (N-Bromosuccinimide), ClC1=C(C=CC=C1)C1=CN=C(S1)C (5-(2-chlorophenyl)-2-methylthiazole). The solvent is C(Cl)(Cl)(Cl)Cl (carbon tetrachloride), C(Cl)Cl (CH2Cl2). Reaction conditions: temperature 75 celsius, time 18 hour. The product is BrCC=1SC(=CN1)C1=C(C=CC=C1)Cl (2-Bromomethyl-5-(2-chloro-phenyl)-thiazole). RXN SMILES: [Br:1]N1C(=O)CCC1=O.[Cl:9][C:10]1[CH:15]=[CH:14][CH:13]=[CH:12][C:11]=1[C:16]1[S:20][C:19]([CH3:21])=[N:18][CH:17]=1>C(Cl)(Cl)(Cl)Cl.C(Cl)Cl>[Br:1][CH2:21][C:19]1[S:20][C:16]([C:11]2[CH:12]=[CH:13][CH:14]=[CH:15][C:10]=2[Cl:9])=[CH:17][N:18]=1. Reported procedure: N-Bromosuccinimide (344 mg, 1.61 mmol) is added to a solution of 5-(2-chlorophenyl)-2-methylthiazole (337 mg, 1.93 mmol) in carbon tetrachloride (15 mL). The above solution is stirred at 75° C. for 18 h. The solution is diluted with CH2Cl2 (50 mL) and washed with saturated NaHCO3 (50 mL) and brine (30 mL). The organic layer is dried (MgSO4), filtered, concentrated and purified by silica gel chromatography (EtOAc/hexane, gradient) to give 2-(bromomethyl)-5-(2-chlorophenyl)thiazole 7 as a white so... The reactants are C1(CC1)S(=O)(=O)C1=CC=C(C=C1)C(CC1CCOCC1)C1=CC=C(N1)C1=CC=C(C=N1)O (6-(5-{1-[4-(cyclopropylsulfonyl)phenyl]-2-(tetrahydro-2H-pyran-4-yl)ethyl}-1H-pyrrol-2-yl)pyridin-3-ol), C1(CC1)CO (cyclopropylmethanol), C(CCC)P(CCCC)CCCC (tributylphosphine), N(=NC(=O)N1CCCCC1)C(=O)N1CCCCC1 (1,1′-(azodicarbonyl)dipiperidine). Run in O1CCCC1 (tetrahydrofuran). Run at time 16 hour. The product is C1(CC1)COC=1C=CC(=NC1)C=1NC(=CC1)C(CC1CCOCC1)C1=CC=C(C=C1)S(=O)(=O)C1CC1 (5-(cyclopropylmethoxy)-2-(5-{1-[4-(cyclopropylsulfonyl)phenyl]-2-(tetrahydro-2H-pyran-4-yl)ethyl}-1H-pyrrol-2-yl)pyridine). Yield: 82.5%. Reaction SMILES: [CH:1]1([S:4]([C:7]2[CH:12]=[CH:11][C:10]([CH:13]([C:21]3[NH:25][C:24]([C:26]4[N:31]=[CH:30][C:29]([OH:32])=[CH:28][CH:27]=4)=[CH:23][CH:22]=3)[CH2:14][CH:15]3[CH2:20][CH2:19][O:18][CH2:17][CH2:16]3)=[CH:9][CH:8]=2)(=[O:6])=[O:5])[CH2:3][CH2:2]1.[CH:33]1([CH2:36]O)[CH2:35][CH2:34]1.C(P(CCCC)CCCC)CCC.N(C(N1CCCCC1)=O)=NC(N1CCCCC1)=O>O1CCCC1>[CH:33]1([CH2:36][O:32][C:29]2[CH:28]=[CH:27][C:26]([C:24]3[NH:25][C:21]([CH:13]([C:10]4[CH:11]=[CH:12][C:7]([S:4]([CH:1]5[CH2:3][CH2:2]5)(=[O:6])=[O:5])=[CH:8][CH:9]=4)[CH2:14][CH:15]4[CH2:20][CH2:19][O:18][CH2:17][CH2:16]4)=[CH:22][CH:23]=3)=[N:31][CH:30]=2)[CH2:35][CH2:34]1. Procedure: To a solution of 6-(5-{1-[4-(cyclopropylsulfonyl)phenyl]-2-(tetrahydro-2H-pyran-4-yl)ethyl}-1H-pyrrol-2-yl)pyridin-3-ol (0.260 g) in tetrahydrofuran (10 mL) were added cyclopropylmethanol (83 mg), tributylphosphine (0.29 mL) and 1,1′-(azodicarbonyl)dipiperidine (290 mg), and the mixture was stirred at room temperature for 16 hr. The reaction mixture was concentrated under reduced pressure, the residue was dissolved in toluene (10 mL), and hexane (10 mL) was added. The obtained suspension was fil... The reactants are aqueous solution, [OH-].[Na+] (sodium hydroxide), C(=O)(OC(C)(C)C)N(CC1=NC=CC=C1)CC1=NC=C(C(=O)OC)C=C1 (methyl 6-(N-Boc-N-2-picolylaminomethyl)nicotinate). Solvent: C1CCOC1 (THF), CO (methanol). Procedure: The compound obtained in Example 12-2 (351.3 mg) was dissolved in methanol (3.5 ml) and THF (3.5 ml). After the addition of 1 mol/l aqueous solution of sodium hydroxide (3.5 ml), the mixture was stirred for 2 hours at room temperature. After the reaction, the solvent was removed by distillation. The residue was dissolved in distilled water (1.2 ml) and aqueous solution of hydrochloric acid (1 mol/l) was added to adjust the pH to 4. The mixture was extracted with chloroform. The organic layer was... Run at time 2 hour. Isolated yield 82.3%. Product: C(=O)(OC(C)(C)C)N(CC1=NC=CC=C1)CC1=NC=C(C(=O)O)C=C1 (6-(N-Boc-N-2-picolylaminomethyl)nicotinic acid). RXN SMILES: [C:1]([N:8]([CH2:16][C:17]1[CH:26]=[CH:25][C:20]([C:21]([O:23]C)=[O:22])=[CH:19][N:18]=1)[CH2:9][C:10]1[CH:15]=[CH:14][CH:13]=[CH:12][N:11]=1)([O:3][C:4]([CH3:7])([CH3:6])[CH3:5])=[O:2].[OH-].[Na+]>CO.C1COCC1>[C:1]([N:8]([CH2:16][C:17]1[CH:26]=[CH:25][C:20]([C:21]([OH:23])=[O:22])=[CH:19][N:18]=1)[CH2:9][C:10]1[CH:15]=[CH:14][CH:13]=[CH:12][N:11]=1)([O:3][C:4]([CH3:7])([CH3:6])[CH3:5])=[O:2] |f:1.2|. Starting materials: CN(C)Cc1ccc(CSCCN)o1, CC#N, O=[N+]([O-])C=C(Oc1ccccc1)Oc1ccccc1. Product: CN(C)Cc1ccc(CSCCNC(=C[N+](=O)[O-])Oc2ccccc2)o1. RXN SMILES: [CH3:1][N:2]([CH3:3])[CH2:4][c:5]1[cH:6][cH:7][c:8]([CH2:10][S:11][CH2:12][CH2:13][NH2:14])[o:9]1.[CH3:34][C:35]#[N:36].[O:15]([c:16]1[cH:17][cH:18][cH:19][cH:20][cH:21]1)[C:22](=[CH:23][N+:24](=[O:25])[O-:26])[O:27][c:28]1[cH:29][cH:30][cH:31][cH:32][cH:33]1>>[CH3:1][N:2]([CH3:3])[CH2:4][c:5]1[cH:6][cH:7][c:8]([CH2:10][S:11][CH2:12][CH2:13][NH:14][C:22]([O:15][c:16]2[cH:17][cH:18][cH:19][cH:20][cH:21]2)=[CH:23][N+:24](=[O:25])[O-:26])[o:9]1.